From a dataset of the Open Reaction Database (ORD), a public repository of structured organic reaction records. describe an organic reaction: reactants, conditions, products, and yield Starting materials: C([O-])(O)=O.[Na+] (sodium bicarbonate), FC(C(=O)O)(F)F (trifluoroacetic acid), C(C=C)OC(=O)NC=1N=C(SC1)CNC(=O)OC(C)(C)C (4-allyloxycarbonylamino-2-(N-t-butoxycarbonylamino)methylthiazole), C([O-])(O)=O.[Na+] (sodium bicarbonate). Run in ClCCl (dichloromethane), C(=O)O (formic acid), C(C)(=O)O (acetic acid), C(=O)O (formic acid), C(C)(=O)O (acetic acid), ClCCl (dichloromethane), O (water). Reaction conditions: time 50 minute. Yields the product C(C=C)OC(=O)NC=1N=C(SC1)CNC=O (4-allyloxycarbonylamino-2-(formylamino)methylthiazole). The yield is 92.4%. As a reaction SMILES: FC(F)(F)C(O)=O.[CH2:8]([O:11][C:12]([NH:14][C:15]1[N:16]=[C:17]([CH2:20][NH:21][C:22](OC(C)(C)C)=[O:23])[S:18][CH:19]=1)=[O:13])[CH:9]=[CH2:10].C(=O)(O)[O-].[Na+]>ClCCl.O.C(O)=O.C(O)(=O)C>[CH2:8]([O:11][C:12]([NH:14][C:15]1[N:16]=[C:17]([CH2:20][NH:21][CH:22]=[O:23])[S:18][CH:19]=1)=[O:13])[CH:9]=[CH2:10] |f:2.3|. Reported procedure: A 24.0 ml portion of trifluoroacetic acid was added to 4.791 g of 4-allyloxycarbonylamino-2-(N-t-butoxycarbonylamino)methylthiazole, and the mixture was then stirred at room temperature for 50 minutes. The reagent was evaporated under reduced pressure to obtain a dark red oil, and this oil was then dissolved in 50 ml of dichloromethane and 50 ml of distilled water, followed by adjustment to pH 5 with sodium bicarbonate. A mixed solution of 7.2 ml of anhydrous acetic acid and 14.4 ml of formic ac...